This data is from the Open Reaction Database (ORD), a public repository of structured organic reaction records. The task is: describe an organic reaction: reactants, conditions, products, and yield Reactants: C(C)(C)(C)OC(N[C@@H](CC1=CC=C(C=C1)N1S(N(C(C1)=O)CC1=CC=C(C=C1)OC)(=O)=O)C(NCCCCC)=O)=O (((S)-2-(4-[5-{4-methoxy-benzyl)-1,1,4-trioxo-1,2,5-thiadiazolidin-2-yl]-phenyl}-1-pentylcarbamoyl-ethyl)-carbamic acid t-butyl ester), C(=O)(C(F)(F)F)O (TFA). Solvent: C(Cl)Cl (CH2Cl2). Run at time 20 minute. Yields the product N[C@H](C(=O)NCCCCC)CC1=CC=C(C=C1)N1S(N(C(C1)=O)CC1=CC=C(C=C1)OC)(=O)=O ((S)-2-amino-3-{4-[5-(4-methoxy-benzyl)-1,1,4-trioxo-1,2,5-thiadiazolidin-2-yl]-phenyl}-N-pentyl-propionamide). As a reaction SMILES: C(OC(=O)[NH:7][C@H:8]([C:33](=[O:40])[NH:34][CH2:35][CH2:36][CH2:37][CH2:38][CH3:39])[CH2:9][C:10]1[CH:15]=[CH:14][C:13]([N:16]2[CH2:20][C:19](=[O:21])[N:18]([CH2:22][C:23]3[CH:28]=[CH:27][C:26]([O:29][CH3:30])=[CH:25][CH:24]=3)[S:17]2(=[O:32])=[O:31])=[CH:12][CH:11]=1)(C)(C)C.C(O)(C(F)(F)F)=O>C(Cl)Cl>[NH2:7][C@@H:8]([CH2:9][C:10]1[CH:11]=[CH:12][C:13]([N:16]2[CH2:20][C:19](=[O:21])[N:18]([CH2:22][C:23]3[CH:28]=[CH:27][C:26]([O:29][CH3:30])=[CH:25][CH:24]=3)[S:17]2(=[O:31])=[O:32])=[CH:14][CH:15]=1)[C:33]([NH:34][CH2:35][CH2:36][CH2:37][CH2:38][CH3:39])=[O:40]. Procedure details: A solution of the title A compond, ((S)-2-(4-[5-{4-methoxy-benzyl)-1,1,4-trioxo-1,2,5-thiadiazolidin-2-yl]-phenyl}-1-pentylcarbamoyl-ethyl)-carbamic acid t-butyl ester (64 mg, 0.108 mmol) in CH2Cl2 (1 mL) is treated with TFA (1 mL). After 20 min, the solvent is evaporated under stream of nitrogen. The residue is partitioned between EtOAc and saturated aqueous NaHCO3, and the organic solution is washed with brine, dried over anhydrous MgSO4, filtered and concentrated to yield (S)-2-amino-3-{4-[5-...